This data is from the Open Reaction Database (ORD), a public repository of structured organic reaction records. The task is: describe an organic reaction: reactants, conditions, products, and yield Starting materials: C(C)N(C1=C(C=CC(=C1)OC)[C@@H]1CC=2C=CC(=CC2CC1)OC(C(C)(C)C)=O)C(C1=CC=C(C=C1)O)=O (pivalic acid (S)-6-{2-[ethyl(4-hydroxybenzoyl)amino]-4-methoxyphenyl}-5,6,7,8-tetrahydronaphthalen-2-yl ester), ClCC(=O)N1CCCCC1 (2-chloro-1-piperidin-1-ylethanone). Procedure details: Synthesized from pivalic acid (S)-6-{2-[ethyl(4-hydroxybenzoyl)amino]-4-methoxyphenyl}-5,6,7,8-tetrahydronaphthalen-2-yl ester (20 mg) and 2-chloro-1-piperidin-1-ylethanone (13 mg) according to an analogous synthetic method to Example 404 and purified by LC-MS, the title compound (8.4 mg) was obtained. As a reaction SMILES: [CH2:1]([N:3]([C:29](=O)[C:30]1[CH:35]=[CH:34][C:33]([OH:36])=[CH:32][CH:31]=1)[C:4]1[CH:9]=[C:8]([O:10][CH3:11])[CH:7]=[CH:6][C:5]=1[C@H:12]1[CH2:21][CH2:20][C:19]2[CH:18]=[C:17]([O:22]C(=O)C(C)(C)C)[CH:16]=[CH:15][C:14]=2[CH2:13]1)[CH3:2].Cl[CH2:39][C:40]([N:42]1[CH2:47][CH2:46][CH2:45][CH2:44][CH2:43]1)=O>>[CH2:1]([N:3]([CH2:29][C:30]1[CH:31]=[CH:32][C:33]([O:36][CH2:39][CH2:40][N:42]2[CH2:47][CH2:46][CH2:45][CH2:44][CH2:43]2)=[CH:34][CH:35]=1)[C:4]1[CH:9]=[C:8]([O:10][CH3:11])[CH:7]=[CH:6][C:5]=1[C@H:12]1[CH2:21][CH2:20][C:19]2[CH:18]=[C:17]([OH:22])[CH:16]=[CH:15][C:14]=2[CH2:13]1)[CH3:2]. Yield: 40.9%. Yields the product C(C)N(C1=C(C=CC(=C1)OC)[C@@H]1CC=2C=CC(=CC2CC1)O)CC1=CC=C(C=C1)OCCN1CCCCC1 ((S)-6-{2-{Ethyl[4-(2-piperidin-1-ylethoxy)benzyl]amino}-4-methoxyphenyl}-5,6,7,8-tetrahydronaphthalen-2-ol). The reactants are CC(=O)OC(C)=O, O=C1c2ccccc2C(=O)N1CC(O)COc1ccc(Cl)cc1O, ClCCCl, [Na+], [Na+], O=C([O-])[O-], O. The product is CC(=O)Oc1cc(Cl)ccc1OCC(O)CN1C(=O)c2ccccc2C1=O. As a reaction SMILES: [CH3:35][C:36](=[O:37])[O:38][C:39](=[O:40])[CH3:41].[Cl:1][c:2]1[cH:3][c:4]([OH:24])[c:5]([O:6][CH2:7][CH:8]([CH2:9][N:10]2[C:11](=[O:20])[c:12]3[c:13]([cH:16][cH:17][cH:18][cH:19]3)[C:14]2=[O:15])[OH:21])[cH:22][cH:23]1.[Cl:31][CH2:32][CH2:33][Cl:34].[Na+:25].[Na+:26].[O-:27][C:28](=[O:29])[O-:30].[OH2:42]>>[Cl:1][c:2]1[cH:3][c:4]([O:24][C:36]([CH3:35])=[O:37])[c:5]([O:6][CH2:7][CH:8]([CH2:9][N:10]2[C:11](=[O:20])[c:12]3[c:13]([cH:16][cH:17][cH:18][cH:19]3)[C:14]2=[O:15])[OH:21])[cH:22][cH:23]1. Starting materials: CC(=O)O, Cl, CCOC(=O)c1cn(-c2ccc(F)cc2F)c2c(F)c(F)c(F)c(C)c2c1=O. Yields the product Cc1c(F)c(F)c(F)c2c1c(=O)c(C(=O)O)cn2-c1ccc(F)cc1F. As a reaction SMILES: [CH3:30][C:31](=[O:32])[OH:33].[ClH:29].[F:1][c:2]1[c:3](-[n:9]2[cH:10][c:11]([C:24](=[O:25])[O:26][CH2:27][CH3:28])[c:12](=[O:23])[c:13]3[c:14]([CH3:22])[c:15]([F:21])[c:16]([F:20])[c:17]([F:19])[c:18]23)[cH:4][cH:5][c:6]([F:8])[cH:7]1>>[F:1][c:2]1[c:3](-[n:9]2[cH:10][c:11]([C:24](=[O:25])[OH:26])[c:12](=[O:23])[c:13]3[c:14]([CH3:22])[c:15]([F:21])[c:16]([F:20])[c:17]([F:19])[c:18]23)[cH:4][cH:5][c:6]([F:8])[cH:7]1.